From a dataset of the Open Reaction Database (ORD), a public repository of structured organic reaction records. describe an organic reaction: reactants, conditions, products, and yield Starting materials: [N+](=O)([O-])C=1C=CC(=C(C1)C1=NN2C(C(N1)=O)=C(N=C2C2CCCC2)C)OCCC (2-(5-Nitro-2propoxyphenyl)-5-methyl-7-cyclopentyl-3H-imidazo[5,1-f][1,2,4]-triazin-4-one). The reagents and catalysts are [Pd] (Pd/C). Solvent: O1CCCC1.C(C)O (tetrahydrofuran ethanol). Yields the product NC=1C=CC(=C(C1)C1=NN2C(C(N1)=O)=C(N=C2C2CCCC2)C)OCCC (2-(5-Amino-2-propoxyphenyl)-5-methyl-7-cyclopentyl-3H-imidazo[5,1-f][1,2,4]-triazin-4-one). As a reaction SMILES: [N+:1]([C:4]1[CH:5]=[CH:6][C:7]([O:26][CH2:27][CH2:28][CH3:29])=[C:8]([C:10]2[NH:15][C:14](=[O:16])[C:13]3=[C:17]([CH3:25])[N:18]=[C:19]([CH:20]4[CH2:24][CH2:23][CH2:22][CH2:21]4)[N:12]3[N:11]=2)[CH:9]=1)([O-])=O>O1CCCC1.C(O)C.[Pd]>[NH2:1][C:4]1[CH:5]=[CH:6][C:7]([O:26][CH2:27][CH2:28][CH3:29])=[C:8]([C:10]2[NH:15][C:14](=[O:16])[C:13]3=[C:17]([CH3:25])[N:18]=[C:19]([CH:20]4[CH2:24][CH2:23][CH2:22][CH2:21]4)[N:12]3[N:11]=2)[CH:9]=1 |f:1.2|. Reported procedure: Analogously to the procedure of example 42A, 5.13 g (12.96 mmol) of the compound from example 43A are hydrogenated in tetrahydrofuran/ethanol (1:1) using 1.11 g of 10% Pd/C. The product is purified by silica gel chromalography using toluene and ethyl acetate as solvent gradient.